From a dataset of the Open Reaction Database (ORD), a public repository of structured organic reaction records. describe an organic reaction: reactants, conditions, products, and yield Starting materials: B(Br)(Br)Br (boron tribromide), C1(=CC=CC=C1)C1(NC2=C(C=CC=C2C=C1)OC)C (2-phenyl-2-methyl-8-methoxyquinoline), C(Cl)Cl (methylene chloride). Conditions: time 3 hour. The product is C1(=CC=CC=C1)C1=NC2=C(C=CC=C2C=C1C)O (2-phenyl-3-methyl-8-hydroxyquinoline). Isolated yield 64.0%. RXN SMILES: B(Br)(Br)Br.[C:5]1([C:11]2(C)[CH:20]=[CH:19][C:18]3[C:13](=[C:14]([O:21]C)[CH:15]=[CH:16][CH:17]=3)[NH:12]2)[CH:10]=[CH:9][CH:8]=[CH:7][CH:6]=1.[CH2:24](Cl)Cl>>[C:5]1([C:11]2[C:20]([CH3:24])=[CH:19][C:18]3[C:13](=[C:14]([OH:21])[CH:15]=[CH:16][CH:17]=3)[N:12]=2)[CH:6]=[CH:7][CH:8]=[CH:9][CH:10]=1. Procedure details: 17.6 ml (180 mmol) of boron tribromide are added dropwise, at −30° C., to a solution of 21.2 g (85 mmol) of 2-phenyl-2-methyl-8-methoxyquinoline in 500 ml of methylene chloride. The cooling bath is then removed and the reaction medium is stirred for 3 hours until it has returned to ambient temperature. The reaction mixture is then poured onto ice and the medium is basified using sodium hydrogencarbonate. The medium is subsequently extracted with 3×200 ml of methylene chloride. The organic phases...